This data is from the Open Reaction Database (ORD), a public repository of structured organic reaction records. The task is: describe an organic reaction: reactants, conditions, products, and yield Starting materials: C=C (ethylene), C=CCC (1-butene). The product is C1C=CC2C1C3CC2C=C3 (dicyclopentadiene). Reaction SMILES: [CH2:1]=[CH2:2].[CH2:3]=[CH:4][CH2:5][CH3:6]>>[CH2:4]1[CH:3]2[CH:5]3[CH:4]=[CH:3][CH:2]([CH:1]2[CH:6]=[CH:5]1)[CH2:6]3. Procedure: When the copolymerization reaction was performed under the conditions described above, a copolymer of ethylene, 1-butene and dicyclopentadiene was obtained as a uniform solution. A small amount of methanol was added to the polymer solution withdrawn from the bottom of the polymerization vessel to stop the polymerization reaction. The polymer was separated from the solvent by steam stripping, and dried under reduced pressure at 80° C. for one day.